Dataset: the Open Reaction Database (ORD), a public repository of structured organic reaction records. Task: describe an organic reaction: reactants, conditions, products, and yield Yields the product CCN(C(=O)c1oc2ccccc2c1C)c1ccccc1. Yield: 16.0%. Reactants: Cc1c(C(=O)O)oc2ccccc12, CCNc1ccccc1. Conditions: temperature 25 celsius, time 2 hour. Reagents/catalysts: [B-](F)(F)(F)F.CCOC(=O)C(=NOC(=[N+](C)C)N(C)C)C#N (TOTU), CCN(C(C)C)C(C)C (DIPEA). The solvent is CN(C)C=O (DMF), CN(C)C=O (DMF), CN(C)C=O (DMF), CN(C)C=O (DMF), CN(C)C=O (DMF), CN(C)C=O (DMF). Reaction SMILES: CCNc1ccccc1.Cc1c(C(=O)O)oc2ccccc12.[B-](F)(F)(F)F.CCOC(=O)C(=NOC(=[N+](C)C)N(C)C)C#N.CCN(C(C)C)C(C)C.CN(C)C=O>>CCN(C(=O)c1oc2ccccc2c1C)c1ccccc1. Reactants: OC1=CC=NC=C1 (4-hydroxypyridine), C[Si](C)(C)CCOCCl (trimethylsilylethoxymethyl chloride), C([O-])([O-])=O.[Cs+].[Cs+] (cesium carbonate). Reported procedure: To a solution of 4-hydroxypyridine (3.0 g, 32 mmol) and trimethylsilylethoxymethyl chloride (5.5 mL, 32 mmol) in 30 mL of acetonitrile was added cesium carbonate (11 g, 34 mmol). After stirring at room temperature overnight, the reaction mixture was partitioned between brine (100 mL) and ethyl acetate (100 mL). The organic layer was separated and aqueous layer extracted with ethyl acetate (3×100 mL). The combined extracts were dried over anhydrous sodium sulfate, filtered, and concentrated to dr... The solvent is C(C)#N (acetonitrile). Run at time 8 hour. The product is C[Si](C)(C)CCOCN1C=CC(C=C1)=O (N-Trimethylsilylethoxymethyl-4-pyridone). Reaction SMILES: [OH:1][C:2]1[CH:7]=[CH:6][N:5]=[CH:4][CH:3]=1.[CH3:8][Si:9]([CH2:12][CH2:13][O:14][CH2:15]Cl)([CH3:11])[CH3:10].C(=O)([O-])[O-].[Cs+].[Cs+]>C(#N)C>[CH3:8][Si:9]([CH2:12][CH2:13][O:14][CH2:15][N:5]1[CH:6]=[CH:7][C:2](=[O:1])[CH:3]=[CH:4]1)([CH3:11])[CH3:10] |f:2.3.4|. Starting materials: COC=1C=C(C=CC1OC)CCN1CC(CC1)N1C(C=2C(C1=O)=CC=CC2)=O (N-(1-(2-(3,4-dimethoxyphenyl)ethyl)pyrrolidin-3-yl)phthalimide). Run in C(C)O (ethanol), O.NN (hydrazine monohydrate). Product: NC1CN(CC1)CCC1=CC(=C(C=C1)OC)OC (3-amino-1-(2-(3,4-dimethoxyphenyl)ethyl)pyrrolidine). Isolated yield 100.3%. Reaction SMILES: [CH3:1][O:2][C:3]1[CH:4]=[C:5]([CH2:11][CH2:12][N:13]2[CH2:17][CH2:16][CH:15]([N:18]3C(=O)C4=CC=CC=C4C3=O)[CH2:14]2)[CH:6]=[CH:7][C:8]=1[O:9][CH3:10]>C(O)C.O.NN>[NH2:18][CH:15]1[CH2:16][CH2:17][N:13]([CH2:12][CH2:11][C:5]2[CH:6]=[CH:7][C:8]([O:9][CH3:10])=[C:3]([O:2][CH3:1])[CH:4]=2)[CH2:14]1 |f:2.3|. Procedure: 1.03 g of N-(1-(2-(3,4-dimethoxyphenyl)ethyl)pyrrolidin-3-yl)phthalimide was dissolved in 50 ml of ethanol, to which 2 ml of hydrazine monohydrate was added and refluxed under heating for 14 hours. The solvent was distilled off and an aqueous diluted solution of sodium hydroxide was added to the residue and extracted with chloroform. After drying with anhydrous magnesium sulfate, the solvent was distilled off, to obtain 0.68 g of the above-captioned compound (yield: 100%).